From a dataset of the Open Reaction Database (ORD), a public repository of structured organic reaction records. describe an organic reaction: reactants, conditions, products, and yield Starting materials: CS(=O)(=O)OC1=CC=C(C=C1)O (4-hydroxyphenyl methanesulfonate), O (water), CC1=CC=C(C=C1)S(=O)(=O)OCCC1=CC=C(C=C1)NC(=O)OC(C)(C)C (2-[4-(tert-Butoxycarbonylamino)phenyl]ethyl 4-methylbenzenesulfonate), C([O-])([O-])=O.[K+].[K+] (potassium carbonate). Solvent: C(C)#N (acetonitrile), C(C)#N (Acetonitrile). Run at temperature 80 celsius. Product: CS(=O)(=O)OC1=CC=C(C=C1)OCCC1=CC=C(C=C1)NC(=O)OC(C)(C)C (4-{2-[4-(tert-Butoxycarbonylamino)phenyl}ethoxy]phenyl methanesulfonate), solid. Yield: 79.0%. Reaction SMILES: [CH3:1][S:2]([O:5][C:6]1[CH:11]=[CH:10][C:9]([OH:12])=[CH:8][CH:7]=1)(=[O:4])=[O:3].CC1C=CC(S(O[CH2:24][CH2:25][C:26]2[CH:31]=[CH:30][C:29]([NH:32][C:33]([O:35][C:36]([CH3:39])([CH3:38])[CH3:37])=[O:34])=[CH:28][CH:27]=2)(=O)=O)=CC=1.C(=O)([O-])[O-].[K+].[K+].O>C(#N)C>[CH3:1][S:2]([O:5][C:6]1[CH:11]=[CH:10][C:9]([O:12][CH2:24][CH2:25][C:26]2[CH:27]=[CH:28][C:29]([NH:32][C:33]([O:35][C:36]([CH3:37])([CH3:39])[CH3:38])=[O:34])=[CH:30][CH:31]=2)=[CH:8][CH:7]=1)(=[O:4])=[O:3] |f:2.3.4|. Procedure: A solution of 4-hydroxyphenyl methanesulfonate (7.04 g @ 82% strength, 30.6 mmol, (prepared by methanesulfonylation of quinol)) dissolved in acetonitrile (72 mL) was added to a mixture of 2-[4-(tert-Butoxycarbonylamino)phenyl]ethyl 4-methylbenzenesulfonate (prepared as described in WO 99/62871) (12.0 g, 30.6 mmol) and potassium carbonate (6.42 g of −325 mesh, 46.0 mmol) under nitrogen and the resulting mixture gently stirred. Acetonitrile (36 mL) and water (12 mL) were added, the stirring rate i... Reactants: Cl (HCl), CCOCC (ether), CN(CCN1C2=C(SCC1)C=C(C=C2)NC(=N)C=2OC=CC2)C (N-(4-(2-(Dimethylamino)ethyl)-3,4-dihydro-2H-benzo[b][1,4]thiazin-7-yl)furan-2-carboximidamide). Solvent: CO (MeOH). Conditions: time 5 minute. Product: Cl.Cl.CN(CCN1C2=C(SCC1)C=C(C=C2)NC(=N)C=2OC=CC2)C (N-(4-(2-(Dimethylamino)ethyl)-3,4-dihydro-2H-benzo[b][1,4]thiazin-7-yl)furan-2-carboximidamide dihydrochloride). The yield is 93.0%. As a reaction SMILES: [CH3:1][N:2]([CH3:23])[CH2:3][CH2:4][N:5]1[CH2:10][CH2:9][S:8][C:7]2[CH:11]=[C:12]([NH:15][C:16]([C:18]3[O:19][CH:20]=[CH:21][CH:22]=3)=[NH:17])[CH:13]=[CH:14][C:6]1=2.[ClH:24].CCOCC>CO>[ClH:24].[ClH:24].[CH3:1][N:2]([CH3:23])[CH2:3][CH2:4][N:5]1[CH2:10][CH2:9][S:8][C:7]2[CH:11]=[C:12]([NH:15][C:16]([C:18]3[O:19][CH:20]=[CH:21][CH:22]=3)=[NH:17])[CH:13]=[CH:14][C:6]1=2 |f:4.5.6|. Procedure: N-(4-(2-(Dimethylamino)ethyl)-3,4-dihydro-2H-benzo[b][1,4]thiazin-7-yl)furan-2-carboximidamide (0.166 g, 0.504 mmol) was dissolved in MeOH (2 mL). 1M HCl in ether (2.52 mL, 2.52 mmol) was added to the solution at room temperature, and the reaction was stirred for 5 minutes under argon atmosphere. The mixture was concentrated to give a light yellow solid (0.18 g, 93%). 1H NMR (DMSO-d6) δ 11.36 (s, 1H), 11.25 (brs, 1H), 9.68 (s, 1H), 8.69 (s, 1H), 8.23 (s, 1H), 7.91 (d, J=2.7 Hz, 1H), 7.07-6.96 (m... The reactants are O=C([O-])[O-], CN(C)CC1CC(n2cc(I)c3c(N)ncnc32)C1, [Na+], [Na+], CN(C)C=O, CC1(C)OB(c2ccc3ccc(-c4ccccc4)nc3c2)OC1(C)C, c1ccc(P(c2ccccc2)(c2ccccc2)[Pd](P(c2ccccc2)(c2ccccc2)c2ccccc2)(P(c2ccccc2)(c2ccccc2)c2ccccc2)P(c2ccccc2)(c2ccccc2)c2ccccc2)cc1. The product is CN(C)CC1CC(n2cc(-c3ccc4ccc(-c5ccccc5)nc4c3)c3c(N)ncnc32)C1. As a reaction SMILES: [C:45](=[O:46])([O-:47])[O-:48].[CH3:1][N:2]([CH3:3])[CH2:4][CH:5]1[CH2:6][CH:7]([n:9]2[cH:10][c:11]([I:19])[c:12]3[c:13]2[n:14][cH:15][n:16][c:17]3[NH2:18])[CH2:8]1.[Na+:49].[Na+:50].[O:51]=[CH:52][N:53]([CH3:54])[CH3:55].[c:20]1(-[c:26]2[n:27][c:28]3[cH:29][c:30]([B:36]4[O:37][C:38]([CH3:39])([CH3:40])[C:41]([CH3:42])([CH3:43])[O:44]4)[cH:31][cH:32][c:33]3[cH:34][cH:35]2)[cH:21][cH:22][cH:23][cH:24][cH:25]1.[cH:56]1[cH:57][cH:58][c:59]([P:60]([Pd:61]([P:62]([c:63]2[cH:64][cH:65][cH:66][cH:67][cH:68]2)([c:69]2[cH:70][cH:71][cH:72][cH:73][cH:74]2)[c:75]2[cH:76][cH:77][cH:78][cH:79][cH:80]2)([P:81]([c:82]2[cH:83][cH:84][cH:85][cH:86][cH:87]2)([c:88]2[cH:89][cH:90][cH:91][cH:92][cH:93]2)[c:94]2[cH:95][cH:96][cH:97][cH:98][cH:99]2)[P:100]([c:101]2[cH:102][cH:103][cH:104][cH:105][cH:106]2)([c:107]2[cH:108][cH:109][cH:110][cH:111][cH:112]2)[c:113]2[cH:114][cH:115][cH:116][cH:117][cH:118]2)([c:119]2[cH:120][cH:121][cH:122][cH:123][cH:124]2)[c:125]2[cH:126][cH:127][cH:128][cH:129][cH:130]2)[cH:131][cH:132]1>>[CH3:1][N:2]([CH3:3])[CH2:4][CH:5]1[CH2:6][CH:7]([n:9]2[cH:10][c:11](-[c:30]3[cH:29][c:28]4[n:27][c:26](-[c:20]5[cH:21][cH:22][cH:23][cH:24][cH:25]5)[cH:35][cH:34][c:33]4[cH:32][cH:31]3)[c:12]3[c:13]2[n:14][cH:15][n:16][c:17]3[NH2:18])[CH2:8]1. The reactants are [Al+3], [H-], [H-], [H-], [H-], [Li+], N#CC(O)c1ccc(F)c(F)c1. The product is NCC(O)c1ccc(F)c(F)c1. RXN SMILES: [Al+3:14].[H-:13].[H-:16].[H-:17].[H-:18].[Li+:15].[OH:1][CH:2]([C:3]#[N:4])[c:5]1[cH:6][c:7]([F:12])[c:8]([F:11])[cH:9][cH:10]1>>[OH:1][CH:2]([CH2:3][NH2:4])[c:5]1[cH:6][c:7]([F:12])[c:8]([F:11])[cH:9][cH:10]1.